describe an organic reaction: reactants, conditions, products, and yield From a dataset of the Open Reaction Database (ORD), a public repository of structured organic reaction records. The reactants are CC(=O)OI1(C=2C=CC=CC2C(=O)O1)(OC(=O)C)OC(=O)C (Dess-Martin Periodinane), [Si](C)(C)(C(C)(C)C)OCC(CN1C(C(CC2=CC=CC=C12)NC(=O)C=1NC2=CC=C(C=C2C1)Cl)=O)O (N-[1-(3-{[tert-butyl(dimethyl)silyl]oxy}-2-hydroxypropyl)-2-oxo-1,2,3,4-tetrahydroquinolin-3-yl]-5-chloro-1H-indole-2-carboxamide). Solvent: C(Cl)Cl (DCM). Run at time 2 hour. Product: ClC=1C=C2C=C(NC2=CC1)C(=O)NC1C(N(C2=CC=CC=C2C1)CC(CO)=O)=O (5-Chloro-N-[1-(3-hydroxy-2-oxopropyl)-2-oxo-1,2,3,4-tetrahydroquinolin-3-yl]-1H-indole-2-carboxamide). The yield is 31.2%. Reaction SMILES: CC(OI1(OC(C)=O)(OC(C)=O)OC(=O)C2C=CC=CC1=2)=O.[Si]([O:30][CH2:31][CH:32]([OH:58])[CH2:33][N:34]1[C:43]2[C:38](=[CH:39][CH:40]=[CH:41][CH:42]=2)[CH2:37][CH:36]([NH:44][C:45]([C:47]2[NH:48][C:49]3[C:54]([CH:55]=2)=[CH:53][C:52]([Cl:56])=[CH:51][CH:50]=3)=[O:46])[C:35]1=[O:57])(C(C)(C)C)(C)C>C(Cl)Cl>[Cl:56][C:52]1[CH:53]=[C:54]2[C:49](=[CH:50][CH:51]=1)[NH:48][C:47]([C:45]([NH:44][CH:36]1[CH2:37][C:38]3[C:43](=[CH:42][CH:41]=[CH:40][CH:39]=3)[N:34]([CH2:33][C:32](=[O:58])[CH2:31][OH:30])[C:35]1=[O:57])=[O:46])=[CH:55]2. Procedure details: Dess-Martin Periodinane (120 mg, 0.28 mmol) was added to a stirring solution of N-[1-(3-{[tert-butyl(dimethyl)silyl]oxy}-2-hydroxypropyl)-2-oxo-1,2,3,4-tetrahydroquinolin-3-yl]-5-chloro-1H-indole-2-carboxamide (Method 6, 74 mg, 0.14 mmol) in DCM and the reaction was stirred for 2 hours. The reaction was quenched by addition of sat. aqueous NaHCO3 (20 mL) and EtOAc (40 mL) and the organic layer was separated and further washed with acidified (pH 0) sodium metabisulfite (10 mL) and the organic lay... Starting materials: BrC1=C(C=C(C(=O)OC)C=C1)C (Methyl 4-bromo-3-methylbenzoate), C([O-])([O-])=O.[K+].[K+] (potassium carbonate), COC1=C(C=CC(=C1)OC)C1=C(C=C(C=C1)C(=O)O)C (2′,4′-dimethoxy-2-methyl biphenyl-4-carboxylic acid), CC1=NOC(=C1B1OC(C(O1)(C)C)(C)C)C (3,5-dimethyl-4-(4,4,5,5-tetramethyl-1,3,2-dioxaborolane-2-yl)isoxazole). Reagents/catalysts: C=1C=CC(=CC1)[P](C=2C=CC=CC2)(C=3C=CC=CC3)[Pd]([P](C=4C=CC=CC4)(C=5C=CC=CC5)C=6C=CC=CC6)([P](C=7C=CC=CC7)(C=8C=CC=CC8)C=9C=CC=CC9)[P](C=1C=CC=CC1)(C=1C=CC=CC1)C=1C=CC=CC1 (tetrakis(triphenylphosphine)palladium(0)). The solvent is C1(=CC=CC=C1)C (Toluene), O (water), CCOC(=O)C (EtOAc). Yields the product CC1=NOC(=C1C1=C(C=C(C(=O)OC)C=C1)C)C (methyl 4-(3,5-dimethylisoxazol-4-yl)-3-methylbenzoate). The yield is 98.1%. Reaction SMILES: Br[C:2]1[CH:11]=[CH:10][C:5]([C:6]([O:8][CH3:9])=[O:7])=[CH:4][C:3]=1[CH3:12].COC1C=C(OC)C=CC=1C1C=CC(C(O)=O)=CC=1C.[CH3:33][C:34]1[C:38](B2OC(C)(C)C(C)(C)O2)=[C:37]([CH3:48])[O:36][N:35]=1.C(=O)([O-])[O-].[K+].[K+]>C1(C)C=CC=CC=1.CCOC(C)=O.C1C=CC([P]([Pd]([P](C2C=CC=CC=2)(C2C=CC=CC=2)C2C=CC=CC=2)([P](C2C=CC=CC=2)(C2C=CC=CC=2)C2C=CC=CC=2)[P](C2C=CC=CC=2)(C2C=CC=CC=2)C2C=CC=CC=2)(C2C=CC=CC=2)C2C=CC=CC=2)=CC=1.O>[CH3:33][C:34]1[C:38]([C:2]2[CH:11]=[CH:10][C:5]([C:6]([O:8][CH3:9])=[O:7])=[CH:4][C:3]=2[CH3:12])=[C:37]([CH3:48])[O:36][N:35]=1 |f:3.4.5,^1:71,73,92,111|. Reported procedure: Methyl 4-bromo-3-methylbenzoate (Intermediate 17, step 1) (4 g; 17.46 mmol; 1 eq.), 3,5-dimethyl-4-(4,4,5,5-tetramethyl-1,3,2-dioxaborolane-2-yl)isoxazole (4.28 g; 19.21 mmol; 1.10 eq.), potassium carbonate (12.07 g; 87.31 mmol; 5 eq.), tetrakis(triphenylphosphine)palladium(0) (2.02 g; 1.75 mmol; 0.10 eq.) were taken in Toluene (20 mL) and water (20 mL) under N2 atmosphere. The reaction mixture was degassed with N2 and then refluxed for 4 hours. The reaction mixture was cooled to RT, filtered ov... Reactants: CC(C)(C)[Si](C)(C)OCCN1CCC(n2cc(-c3cnc(N)c4oc(-c5cccc6cnccc56)cc34)cn2)CC1, CCCC[N+](CCCC)(CCCC)CCCC, C1CCOC1, [F-]. The product is Nc1ncc(-c2cnn(C3CCN(CCO)CC3)c2)c2cc(-c3cccc4cnccc34)oc12. As a reaction SMILES: [C:1]([Si:2]([CH3:3])([CH3:4])[O:6][CH2:7][CH2:8][N:9]1[CH2:10][CH2:11][CH:12]([n:15]2[n:16][cH:17][c:18](-[c:20]3[c:21]4[c:22]([c:23]([NH2:26])[n:24][cH:25]3)[o:27][c:28](-[c:30]3[c:31]5[cH:32][cH:33][n:34][cH:35][c:36]5[cH:37][cH:38][cH:39]3)[cH:29]4)[cH:19]2)[CH2:13][CH2:14]1)([CH3:5])([CH3:40])[CH3:41].[CH2:43]([N+:44]([CH2:45][CH2:46][CH2:47][CH3:48])([CH2:49][CH2:50][CH2:51][CH3:52])[CH2:53][CH2:54][CH2:55][CH3:56])[CH2:57][CH2:58][CH3:59].[CH2:60]1[O:61][CH2:62][CH2:63][CH2:64]1.[F-:42]>>[OH:6][CH2:7][CH2:8][N:9]1[CH2:10][CH2:11][CH:12]([n:15]2[n:16][cH:17][c:18](-[c:20]3[c:21]4[c:22]([c:23]([NH2:26])[n:24][cH:25]3)[o:27][c:28](-[c:30]3[c:31]5[cH:32][cH:33][n:34][cH:35][c:36]5[cH:37][cH:38][cH:39]3)[cH:29]4)[cH:19]2)[CH2:13][CH2:14]1. Reactants: COS(=O)(=O)OC, Cc1cccc(Oc2ccc(Cl)cc2)c1O, [K+], [OH-], O. Yields the product COc1c(C)cccc1Oc1ccc(Cl)cc1. RXN SMILES: [CH3:19][O:20][S:21]([O:22][CH3:23])(=[O:24])=[O:25].[Cl:3][c:4]1[cH:5][cH:6][c:7]([O:8][c:9]2[cH:10][cH:11][cH:12][c:13]([CH3:16])[c:14]2[OH:15])[cH:17][cH:18]1.[K+:2].[OH-:1].[OH2:26]>>[Cl:3][c:4]1[cH:5][cH:6][c:7]([O:8][c:9]2[cH:10][cH:11][cH:12][c:13]([CH3:16])[c:14]2[O:15][CH3:19])[cH:17][cH:18]1. Reactants: C(C1=CC=CC=C1)[C@@H]([C@H](C[C@H](CC1=CC=C(C=C1)C1=NC=CC=C1)NC([C@@H](NC(=O)OC)C(C)(C)C)=O)O)NC([C@@H](NC(=O)OCC1C2=CC=CC=C2C=2C=CC=CC12)CC(=O)NC(C1=CC=CC=C1)(C1=CC=CC=C1)C1=CC=CC=C1)=O (N1-[(1S,2S,4S)-1-benzyl-2-hydroxy-4-{[N-(methoxycarbonyl)-3-methyl-L-valyl]amino}-5-(4-pyridin-2-ylphenyl)pentyl]-N2-[(9H-fluoren-9-ylmethoxy)carbonyl]-N4-trityl-L-aspartamide), N1CCCCC1 (piperidine). The solvent is CN(C=O)C (N,N-dimethylformamide). Product: C(C1=CC=CC=C1)[C@@H]([C@H](C[C@H](CC1=CC=C(C=C1)C1=NC=CC=C1)NC([C@@H](NC(=O)OC)C(C)(C)C)=O)O)NC([C@@H](N)CC(=O)NC(C1=CC=CC=C1)(C1=CC=CC=C1)C1=CC=CC=C1)=O (N1-[(1S,2S,4S)-1-benzyl-2-hydroxy-4-{[N-(methoxycarbonyl)-3-methyl-L-valyl]amino}-5-(4-pyridin-2-ylphenyl)pentyl]-N4-trityl-L-aspartamide). RXN SMILES: [CH2:1]([C@H:8]([NH:39][C:40](=[O:83])[C@H:41]([CH2:60][C:61]([NH:63][C:64]([C:77]1[CH:82]=[CH:81][CH:80]=[CH:79][CH:78]=1)([C:71]1[CH:76]=[CH:75][CH:74]=[CH:73][CH:72]=1)[C:65]1[CH:70]=[CH:69][CH:68]=[CH:67][CH:66]=1)=[O:62])[NH:42]C(OCC1C2C=CC=CC=2C2C1=CC=CC=2)=O)[C@@H:9]([OH:38])[CH2:10][C@@H:11]([NH:25][C:26](=[O:37])[C@H:27]([C:33]([CH3:36])([CH3:35])[CH3:34])[NH:28][C:29]([O:31][CH3:32])=[O:30])[CH2:12][C:13]1[CH:18]=[CH:17][C:16]([C:19]2[CH:24]=[CH:23][CH:22]=[CH:21][N:20]=2)=[CH:15][CH:14]=1)[C:2]1[CH:7]=[CH:6][CH:5]=[CH:4][CH:3]=1.N1CCCCC1>CN(C)C=O>[CH2:1]([C@H:8]([NH:39][C:40](=[O:83])[C@H:41]([CH2:60][C:61]([NH:63][C:64]([C:71]1[CH:72]=[CH:73][CH:74]=[CH:75][CH:76]=1)([C:65]1[CH:70]=[CH:69][CH:68]=[CH:67][CH:66]=1)[C:77]1[CH:78]=[CH:79][CH:80]=[CH:81][CH:82]=1)=[O:62])[NH2:42])[C@@H:9]([OH:38])[CH2:10][C@@H:11]([NH:25][C:26](=[O:37])[C@H:27]([C:33]([CH3:34])([CH3:35])[CH3:36])[NH:28][C:29]([O:31][CH3:32])=[O:30])[CH2:12][C:13]1[CH:18]=[CH:17][C:16]([C:19]2[CH:24]=[CH:23][CH:22]=[CH:21][N:20]=2)=[CH:15][CH:14]=1)[C:2]1[CH:3]=[CH:4][CH:5]=[CH:6][CH:7]=1. Reported procedure: A solution of Example 168A (45 mg, 0.04 mmol) in N,N-dimethylformamide (0.4 mL) was treated with piperidine (80 μL) at 25° C. for 16 h. The solvents were evaporated to give the crude title compound which was used directly in the next step.